From a dataset of the Open Reaction Database (ORD), a public repository of structured organic reaction records. describe an organic reaction: reactants, conditions, products, and yield Starting materials: NC1=NC=CC=C1N (2,3-diaminopyridine), FC(C(=O)O)(F)F (trifluoroacetic acid). Product: FC(C1=NC=2C(NC=CC2)=N1)(F)F (2-(trifluoromethyl)-4H-imidazo[4,5-b]pyridine). The yield is 76.0%. RXN SMILES: [NH2:1][C:2]1[C:7]([NH2:8])=[CH:6][CH:5]=[CH:4][N:3]=1.[F:9][C:10]([F:15])([F:14])[C:11](O)=O>>[F:9][C:10]([F:15])([F:14])[C:11]1[N:1]=[C:2]2[NH:3][CH:4]=[CH:5][CH:6]=[C:7]2[N:8]=1. Reported procedure: A solution of 2,3-diaminopyridine (1.00 g, 9.16 mmol) in trifluoroacetic acid (10 mL) was stirred for 15 h at 110° C. (microwave). The trifluoroacetic acid was then evaporated under reduced pressure and the residue was co-evaporated with toluene three times. The resulting solid was triturated with water, filtered and dried under reduced pressure to give 1.30 g (6.95 mmol, 76%) 2-(trifluoromethyl)-4H-imidazo[4,5-b]pyridine. Alternatively, the latter can be prepared according to J. Chem. Soc., Per... Reactants: C(C#C)(=O)OCC (Ethyl propiolate), C(C)(C)OC1=CC(=C(C=O)C=C1OC(C)C)[N+](=O)[O-] (4,5-diisopropoxy-2-nitrobenzaldehyde), C(C)(C)NC(C)C (diisopropylamine), C(CCC)[Li] (butyllithium), C(C)(=O)O (acetic acid). Solvent: O1CCCC1 (tetrahydrofuran), O1CCCC1 (tetrahydrofuran), O1CCCC1 (tetrahydrofuran), O (water). Conditions: time 1 hour. The product is C(C)(C)OC1=CC(=C(C=C1OC(C)C)C(C#CC(=O)OCC)O)[N+](=O)[O-] (ethyl 4-(4,5-diisopropoxy-2-nitrophenyl)-4-hydroxy-2-butynoate). Yield: 114.2%. RXN SMILES: C(NC(C)C)(C)C.C([Li])CCC.[C:13]([O:17][CH2:18][CH3:19])(=[O:16])[C:14]#[CH:15].[CH:20]([O:23][C:24]1[C:31]([O:32][CH:33]([CH3:35])[CH3:34])=[CH:30][C:27]([CH:28]=[O:29])=[C:26]([N+:36]([O-:38])=[O:37])[CH:25]=1)([CH3:22])[CH3:21].C(O)(=O)C>O1CCCC1.O>[CH:20]([O:23][C:24]1[C:31]([O:32][CH:33]([CH3:35])[CH3:34])=[CH:30][C:27]([CH:28]([OH:29])[C:15]#[C:14][C:13]([O:17][CH2:18][CH3:19])=[O:16])=[C:26]([N+:36]([O-:38])=[O:37])[CH:25]=1)([CH3:21])[CH3:22]. Procedure: To a solution of diisopropylamine (5.0 ml, 36.0 mmol) in tetrahydrofuran (75 ml) was added, at -78° C. under an argon atmosphere, a 1.5 N butyllithium (22.6 ml, 33.8 mmol). The mixture was stirred for one hr. Ethyl propiolate (2.9 ml, 28.2 mmol) and a solution of 4,5-diisopropoxy-2-nitrobenzaldehyde (5.0 g, 18.7 mmol) in tetrahydrofuran (50 ml) were added in that order, and the mixture was stirred at -78° C. for additional 1.5 hr. A solution of acetic acid (5.9 ml, 102 mmol) in tetrahydrofuran (... Starting materials: COC(=O)C(CC(C)C)OC(c1ccccc1)C(F)(F)F, Cl, [I-], [Li+], c1ccncc1. Product: CC(C)CC(OC(c1ccccc1)C(F)(F)F)C(=O)O. RXN SMILES: [CH3:1][CH:2]([CH2:3][CH:4]([C:5](=[O:6])[O:7][CH3:8])[O:9][CH:10]([C:11]([F:12])([F:13])[F:14])[c:15]1[cH:16][cH:17][cH:18][cH:19][cH:20]1)[CH3:21].[ClH:24].[I-:22].[Li+:23].[cH:25]1[cH:26][cH:27][n:28][cH:29][cH:30]1>>[CH3:1][CH:2]([CH2:3][CH:4]([C:5](=[O:6])[OH:7])[O:9][CH:10]([C:11]([F:12])([F:13])[F:14])[c:15]1[cH:16][cH:17][cH:18][cH:19][cH:20]1)[CH3:21].